This data is from the Open Reaction Database (ORD), a public repository of structured organic reaction records. The task is: describe an organic reaction: reactants, conditions, products, and yield Reactants: [Cl-].[NH4+] (ammonium chloride), Grignard reagent, BrCCC1OCCCO1 (2-(2-bromoethyl)-1,3-dioxane), C12C(CC(C=C1)C2)C=O (5-norbornene-2-carbaldehyde), Grignard reagent. Run in O1CCCC1 (tetrahydrofuran). Reaction conditions: time 30 minute. Product: O1C(OCCC1)CCC(O)C1C2C=CC(C1)C2 (3-(1,3-dioxan-2-yl)-1-(5-norbornen-2-yl)-1-propanol). Isolated yield 95.2%. Reaction SMILES: Br[CH2:2][CH2:3][CH:4]1[O:9][CH2:8][CH2:7][CH2:6][O:5]1.[CH:10]12[CH2:16][CH:13]([CH:14]=[CH:15]1)[CH2:12][CH:11]2[CH:17]=[O:18].[Cl-].[NH4+]>O1CCCC1>[O:5]1[CH2:6][CH2:7][CH2:8][O:9][CH:4]1[CH2:3][CH2:2][CH:17]([CH:11]1[CH2:12][CH:13]2[CH2:16][CH:10]1[CH:15]=[CH:14]2)[OH:18] |f:2.3|. Procedure details: A Grignard reagent was customarily prepared from 36.2 g of 2-(2-bromoethyl)-1,3-dioxane in 200 ml of dry tetrahydrofuran. Then 19.5 g of 5-norbornene-2-carbaldehyde was added dropwise over 30 minutes to the Grignard reagent at 20° C. Stirring was continued for 30 minutes whereupon the reaction solution was added to a saturated aqueous solution of ammonium chloride to stop reaction. After diethyl ether extraction, the organic layer was successively washed with water, saturated sodium bicarbonate ... Reactants: CC(C)(C)C#CC=CCBr, CN(C)C=O, O=C1NC(=O)c2ccccc21. Product: CC(C)(C)C#CC=CCN. As a reaction SMILES: [Br:12][CH2:13][CH:14]=[CH:15][C:16]#[C:17][C:18]([CH3:19])([CH3:20])[CH3:21].[CH3:22][N:23]([CH3:24])[CH:25]=[O:26].[O:1]=[C:2]1[NH:3][C:10](=[O:11])[c:5]2[c:4]1[cH:9][cH:8][cH:7][cH:6]2>>[NH2:3][CH2:13][CH:14]=[CH:15][C:16]#[C:17][C:18]([CH3:19])([CH3:20])[CH3:21]. Starting materials: CN(C)C=O, Nc1ncnc2c1c(I)nn2C(c1ccccc1)(c1ccccc1)c1ccccc1, [Na+], [Na+], O=C([O-])[O-], O, OB(O)c1ccccc1, c1ccc(P(c2ccccc2)(c2ccccc2)[Pd](P(c2ccccc2)(c2ccccc2)c2ccccc2)(P(c2ccccc2)(c2ccccc2)c2ccccc2)P(c2ccccc2)(c2ccccc2)c2ccccc2)cc1. The product is Nc1ncnc2c1c(-c1ccccc1)nn2C(c1ccccc1)(c1ccccc1)c1ccccc1. RXN SMILES: [CH3:46][N:47]([CH3:48])[CH:49]=[O:50].[I:1][c:2]1[n:3][n:4]([C:12]([c:13]2[cH:14][cH:15][cH:16][cH:17][cH:18]2)([c:19]2[cH:20][cH:21][cH:22][cH:23][cH:24]2)[c:25]2[cH:26][cH:27][cH:28][cH:29][cH:30]2)[c:5]2[n:6][cH:7][n:8][c:9]([NH2:11])[c:10]12.[Na+:40].[Na+:41].[O-:42][C:43](=[O:44])[O-:45].[OH2:51].[OH:31][B:32]([OH:33])[c:34]1[cH:35][cH:36][cH:37][cH:38][cH:39]1.[cH:52]1[cH:53][cH:54][c:55]([P:56]([Pd:57]([P:58]([c:59]2[cH:60][cH:61][cH:62][cH:63][cH:64]2)([c:65]2[cH:66][cH:67][cH:68][cH:69][cH:70]2)[c:71]2[cH:72][cH:73][cH:74][cH:75][cH:76]2)([P:77]([c:78]2[cH:79][cH:80][cH:81][cH:82][cH:83]2)([c:84]2[cH:85][cH:86][cH:87][cH:88][cH:89]2)[c:90]2[cH:91][cH:92][cH:93][cH:94][cH:95]2)[P:96]([c:97]2[cH:98][cH:99][cH:100][cH:101][cH:102]2)([c:103]2[cH:104][cH:105][cH:106][cH:107][cH:108]2)[c:109]2[cH:110][cH:111][cH:112][cH:113][cH:114]2)([c:115]2[cH:116][cH:117][cH:118][cH:119][cH:120]2)[c:121]2[cH:122][cH:123][cH:124][cH:125][cH:126]2)[cH:127][cH:128]1>>[c:2]1(-[c:34]2[cH:35][cH:36][cH:37][cH:38][cH:39]2)[n:3][n:4]([C:12]([c:13]2[cH:14][cH:15][cH:16][cH:17][cH:18]2)([c:19]2[cH:20][cH:21][cH:22][cH:23][cH:24]2)[c:25]2[cH:26][cH:27][cH:28][cH:29][cH:30]2)[c:5]2[n:6][cH:7][n:8][c:9]([NH2:11])[c:10]12. Starting materials: CCN=C=NCCCN(C)C, Fc1ccc(Cc2cc(-c3ccncc3)nn2C2CNC2)cc1, CN(C)C=O, On1nnc2ccccc21, O=C(O)c1ncc[nH]1. Product: O=C(c1ncc[nH]1)N1CC(n2nc(-c3ccncc3)cc2Cc2ccc(F)cc2)C1. Reaction SMILES: [CH3:34][CH2:35][N:36]=[C:37]=[N:38][CH2:39][CH2:40][CH2:41][N:42]([CH3:43])[CH3:44].[F:1][c:2]1[cH:3][cH:4][c:5]([CH2:6][c:7]2[cH:8][c:9](-[c:16]3[cH:17][cH:18][n:19][cH:20][cH:21]3)[n:10][n:11]2[CH:12]2[CH2:13][NH:14][CH2:15]2)[cH:22][cH:23]1.[O:53]=[CH:54][N:55]([CH3:56])[CH3:57].[OH:24][n:25]1[c:26]2[c:27]([cH:28][cH:29][cH:30][cH:31]2)[n:32][n:33]1.[nH:45]1[c:46]([C:50](=[O:51])[OH:52])[n:47][cH:48][cH:49]1>>[F:1][c:2]1[cH:3][cH:4][c:5]([CH2:6][c:7]2[cH:8][c:9](-[c:16]3[cH:17][cH:18][n:19][cH:20][cH:21]3)[n:10][n:11]2[CH:12]2[CH2:13][N:14]([C:50]([c:46]3[nH:45][cH:49][cH:48][n:47]3)=[O:51])[CH2:15]2)[cH:22][cH:23]1.